This data is from the Open Reaction Database (ORD), a public repository of structured organic reaction records. The task is: describe an organic reaction: reactants, conditions, products, and yield Starting materials: COC(C(=O)C1=CNC2=CC(=C(C=C12)F)F)=O ((5,6-difluoroindol-3-yl)oxoacetic acid methyl ester), C1(=CN2CCCC3=CC=CC1=C23)CC(=O)N (2-(5,6-dihydro-4H-pyrrolo[3,2,1-ij]quinolin-1-yl)acetamide). Yields the product C1(=CN2CCCC3=CC=CC1=C23)C=2C(NC(C2C2=CNC3=CC(=C(C=C23)F)F)=O)=O (3-(5,6-Dihydro-4H-pyrrolo[3,2,1-ij]quinolin-1-yl)-4-(5,6-difluoro-1H-indol-3-yl)pyrrole-2,5-dione). Reaction SMILES: CO[C:3](=[O:17])[C:4]([C:6]1[C:14]2[C:9](=[CH:10][C:11]([F:16])=[C:12]([F:15])[CH:13]=2)[NH:8][CH:7]=1)=O.[C:18]1([CH2:30][C:31]([NH2:33])=[O:32])[C:28]2=[C:29]3[C:24](=[CH:25][CH:26]=[CH:27]2)[CH2:23][CH2:22][CH2:21][N:20]3[CH:19]=1>>[C:18]1([C:30]2[C:31](=[O:32])[NH:33][C:3](=[O:17])[C:4]=2[C:6]2[C:14]3[C:9](=[CH:10][C:11]([F:16])=[C:12]([F:15])[CH:13]=3)[NH:8][CH:7]=2)[C:28]2=[C:29]3[C:24](=[CH:25][CH:26]=[CH:27]2)[CH2:23][CH2:22][CH2:21][N:20]3[CH:19]=1. Reported procedure: Beginning with (5,6-difluoroindol-3-yl)oxoacetic acid methyl ester and 2-(5,6-dihydro-4H-pyrrolo[3,2,1-ij]quinolin-1-yl)acetamide, the title compound was prepared essentially as described in Example 1. Reactants: CCC1CC(O)CC1C(=O)O, CCC1CC2CC1C(=O)O2, CCOCC, ClCCl. The product is CCC1CC2CC1C(=O)O2. As a reaction SMILES: [CH2:1]([CH3:2])[CH:3]1[CH:4]([C:9](=[O:10])[OH:11])[CH2:5][CH:6]([OH:8])[CH2:7]1.[CH2:20]([CH:21]1[CH2:22][CH:23]2[CH2:24][CH:25]1[C:26](=[O:27])[O:28]2)[CH3:29].[CH3:12][CH2:13][O:14][CH2:15][CH3:16].[Cl:17][CH2:18][Cl:19]>>[CH2:1]([CH3:2])[CH:3]1[CH:4]2[CH2:5][CH:6]([CH2:7]1)[O:11][C:9]2=[O:10]. The reactants are CNC(CBr)=O (bromoacetic acid methyl amide), CC1=C(N)C(=CC=C1)C (2,6-dimethyl aniline). Run at time 8 hour. Yields the product CNC(CNC1=C(C=CC=C1C)C)=O (2,6-dimethylanilinoacetic acid methyl amide). As a reaction SMILES: [CH3:1][NH:2][C:3](=[O:6])[CH2:4]Br.[CH3:7][C:8]1[CH:14]=[CH:13][CH:12]=[C:11]([CH3:15])[C:9]=1[NH2:10]>>[CH3:1][NH:2][C:3](=[O:6])[CH2:4][NH:10][C:9]1[C:11]([CH3:15])=[CH:12][CH:13]=[CH:14][C:8]=1[CH3:7]. Reported procedure: 83 g of bromoacetic acid methyl amide and 169 ml of 2,6-dimethyl aniline are stirred for 10 hours at 140° C bath temperature. The reaction mixture is left to stand overnight at room temperature. Next morning the contents of the flask are crystallised right through. The contents are filtered off and the precipitate is washed with benzene. The precipitate is subsequently dissolved in a small amount of water, the solution is brought to a pH of 10 to 11 with 30% sodium hydroxide solution and extract... Product: [Si](C)(C)(C(C)(C)C)OC1=CC(=C(C=C1)C1=C(C=CC(=C1)OC)F)CC1(CCCC1)C#N (1-((4-((tert-butyl(dimethyl)silyl)oxy)-2′-fluoro-5′-methoxybiphenyl-2-yl)methyl)cyclopentanecarbonitrile). Reported procedure: Under a nitrogen atmosphere, to a solution of 1-(2-bromo-5-((tert-butyl(dimethyl)silyl)oxy)benzyl)cyclopentanecarbonitrile (471 mg), 2-fluoro-5-methoxyphenylboronic acid (361 mg), tris(dibenzylideneacetone)dipalladium(0) (23 mg) and 2-dicyclohexylphosphino-2′,6′-dimethoxybiphenyl (39 mg) in toluene (5.0 mL) was added 2.0M aqueous sodium carbonate solution (1.8 mL), and the mixture was stirred at 90° C. for 1 hr. Water was added to the reaction mixture, and the mixture was extracted with ethyl ac... Reaction SMILES: Br[C:2]1[CH:15]=[CH:14][C:13]([O:16][Si:17]([C:20]([CH3:23])([CH3:22])[CH3:21])([CH3:19])[CH3:18])=[CH:12][C:3]=1[CH2:4][C:5]1([C:10]#[N:11])[CH2:9][CH2:8][CH2:7][CH2:6]1.[F:24][C:25]1[CH:30]=[CH:29][C:28]([O:31][CH3:32])=[CH:27][C:26]=1B(O)O.C1(P(C2CCCCC2)C2C=CC=CC=2C2C(OC)=CC=CC=2OC)CCCCC1.C(=O)([O-])[O-].[Na+].[Na+]>C1(C)C=CC=CC=1.C1C=CC(/C=C/C(/C=C/C2C=CC=CC=2)=O)=CC=1.C1C=CC(/C=C/C(/C=C/C2C=CC=CC=2)=O)=CC=1.C1C=CC(/C=C/C(/C=C/C2C=CC=CC=2)=O)=CC=1.[Pd].[Pd].O>[Si:17]([O:16][C:13]1[CH:14]=[CH:15][C:2]([C:26]2[CH:27]=[C:28]([O:31][CH3:32])[CH:29]=[CH:30][C:25]=2[F:24])=[C:3]([CH2:4][C:5]2([C:10]#[N:11])[CH2:9][CH2:8][CH2:7][CH2:6]2)[CH:12]=1)([C:20]([CH3:23])([CH3:22])[CH3:21])([CH3:19])[CH3:18] |f:3.4.5,7.8.9.10.11|. The reagents and catalysts are C=1C=CC(=CC1)/C=C/C(=O)/C=C/C2=CC=CC=C2.C=1C=CC(=CC1)/C=C/C(=O)/C=C/C2=CC=CC=C2.C=1C=CC(=CC1)/C=C/C(=O)/C=C/C2=CC=CC=C2.[Pd].[Pd] (tris(dibenzylideneacetone)dipalladium(0)). Conditions: temperature 90 celsius, time 1 hour. Run in C1(=CC=CC=C1)C (toluene), O (Water). Starting materials: BrC1=C(CC2(CCCC2)C#N)C=C(C=C1)O[Si](C)(C)C(C)(C)C (1-(2-bromo-5-((tert-butyl(dimethyl)silyl)oxy)benzyl)cyclopentanecarbonitrile), FC1=C(C=C(C=C1)OC)B(O)O (2-fluoro-5-methoxyphenylboronic acid), C1(CCCCC1)P(C1=C(C=CC=C1)C1=C(C=CC=C1OC)OC)C1CCCCC1 (2-dicyclohexylphosphino-2′,6′-dimethoxybiphenyl), C([O-])([O-])=O.[Na+].[Na+] (sodium carbonate). Reactants: OC1=C(C=CC=C1O)CCCCCCOC=1C=C(C(=O)O)C=C(C1)OCCCCCCCCCCCCCCCCCC (3-[[6-(2,3-dihydroxyphenyl) hexyl]oxy]-5-(octadecyloxy)benzoic acid), C([O-])(O)=O.[Na+] (sodium bicarbonate), CI (methyl iodide), CI (methyl iodide), C([O-])(O)=O.[Na+] (sodium bicarbonate). Run in CN(C)C=O (DMF). Reaction conditions: time 6 day. Yields the product COC(C1=CC(=CC(=C1)OCCCCCCCCCCCCCCCCCC)OCCCCCCC1=C(C(=CC=C1)O)O)=O (3-[[6-(2,3-dihydroxyphenyl)hexyl]oxy]-5-(octadecyloxy)benzoic acid methyl ester). The yield is 67.9%. As a reaction SMILES: [OH:1][C:2]1[C:7]([OH:8])=[CH:6][CH:5]=[CH:4][C:3]=1[CH2:9][CH2:10][CH2:11][CH2:12][CH2:13][CH2:14][O:15][C:16]1[CH:17]=[C:18]([CH:22]=[C:23]([O:25][CH2:26][CH2:27][CH2:28][CH2:29][CH2:30][CH2:31][CH2:32][CH2:33][CH2:34][CH2:35][CH2:36][CH2:37][CH2:38][CH2:39][CH2:40][CH2:41][CH2:42][CH3:43])[CH:24]=1)[C:19]([OH:21])=[O:20].[C:44](=O)(O)[O-].[Na+].CI>CN(C=O)C>[CH3:44][O:20][C:19](=[O:21])[C:18]1[CH:22]=[C:23]([O:25][CH2:26][CH2:27][CH2:28][CH2:29][CH2:30][CH2:31][CH2:32][CH2:33][CH2:34][CH2:35][CH2:36][CH2:37][CH2:38][CH2:39][CH2:40][CH2:41][CH2:42][CH3:43])[CH:24]=[C:16]([O:15][CH2:14][CH2:13][CH2:12][CH2:11][CH2:10][CH2:9][C:3]2[CH:4]=[CH:5][CH:6]=[C:7]([OH:8])[C:2]=2[OH:1])[CH:17]=1 |f:1.2|. Procedure: A mixture of 0.15 g (0.25 mmol) of 3-[[6-(2,3-dihydroxyphenyl) hexyl]oxy]-5-(octadecyloxy)benzoic acid, 0.05 g (0.6 mmol) of sodium bicarbonate and 0.64 ml (10 mmol) of methyl iodide in 3 ml of DMF was stirred and heated at 40° for 5 days. An additional 0.32 ml of methyl iodide and 0.05 g of sodium bicarbonate were added and heating at 40° was continued for 6 days. The solvent was removed at reduced pressure, the residue was extracted with ethyl acetate and the extract was washed with water. The... Starting materials: O=C([O-])[O-], CN(C)C=O, COc1c(C)cnc(CCl)c1C, Cl, Cl, [K+], [K+], O, COC(=O)COc1cc(C)c(S(=O)(=O)c2c(OC)ccc3nc(S)[nH]c23)c(C)c1. The product is COC(=O)COc1cc(C)c(S(=O)(=O)c2c(OC)ccc3nc(SCc4ncc(C)c(OC)c4C)[nH]c23)c(C)c1. RXN SMILES: [C:43](=[O:44])([O-:45])[O-:46].[CH3:51][N:52]([CH3:53])[CH:54]=[O:55].[Cl:2][CH2:3][c:4]1[n:5][cH:6][c:7]([CH3:13])[c:8]([O:11][CH3:12])[c:9]1[CH3:10].[ClH:1].[ClH:49].[K+:47].[K+:48].[OH2:50].[SH:14][c:15]1[nH:16][c:17]2[c:18]([n:19]1)[cH:20][cH:21][c:22]([O:41][CH3:42])[c:23]2[S:24](=[O:25])(=[O:26])[c:27]1[c:28]([CH3:40])[cH:29][c:30]([O:31][CH2:32][C:33](=[O:34])[O:35][CH3:36])[cH:37][c:38]1[CH3:39]>>[CH2:3]([c:4]1[n:5][cH:6][c:7]([CH3:13])[c:8]([O:11][CH3:12])[c:9]1[CH3:10])[S:14][c:15]1[nH:16][c:17]2[c:18]([n:19]1)[cH:20][cH:21][c:22]([O:41][CH3:42])[c:23]2[S:24](=[O:25])(=[O:26])[c:27]1[c:28]([CH3:40])[cH:29][c:30]([O:31][CH2:32][C:33](=[O:34])[O:35][CH3:36])[cH:37][c:38]1[CH3:39]. Starting materials: CC(C(=O)OCC)C(=O)OCC (diethyl methylmalonate), [H-].[Na+] (sodium hydride), BrCC1=NC(=NC2=CC=CC=C12)C1=CC=CC=C1 (4-bromomethyl-2-phenylquinazoline), O (Water). Solvent: O1CCCC1 (tetrahydrofuran), O1CCCC1 (tetrahydrofuran), O1CCCC1 (tetrahydrofuran). Reaction conditions: time 1 hour. Product: CC(C(=O)O)CC1=NC(=NC2=CC=CC=C12)C1=CC=CC=C1 (α-methyl-2-phenyl-4-quinazolinepropanoic acid). Yield: 41.3%. As a reaction SMILES: [CH3:1][CH:2]([C:8](OCC)=O)[C:3]([O:5]CC)=[O:4].[H-].[Na+].BrC[C:17]1[C:26]2[C:21](=[CH:22][CH:23]=[CH:24][CH:25]=2)[N:20]=[C:19]([C:27]2[CH:32]=[CH:31][CH:30]=[CH:29][CH:28]=2)[N:18]=1.O>O1CCCC1>[CH3:1][CH:2]([CH2:8][C:17]1[C:26]2[C:21](=[CH:22][CH:23]=[CH:24][CH:25]=2)[N:20]=[C:19]([C:27]2[CH:32]=[CH:31][CH:30]=[CH:29][CH:28]=2)[N:18]=1)[C:3]([OH:5])=[O:4] |f:1.2|. Procedure details: A solution of diethyl methylmalonate (23 g) in anhydrous tetrahydrofuran (100 cc) is added under nitrogen to sodium hydride (4 g, 80% strength in oil) and anhydrous tetrahydrofuran (60 cc). After 1 hour's stirring, a solution of 4-bromomethyl-2-phenylquinazoline (9.9 g) in anhydrous tetrahydrofuran (100 cc) is added, and the mixture is stirred for a further 2 hours at room temperature (approximately 20° C.). Water (100 cc) is added and the mixture is extracted with ethyl acetate (3×100 cc). The ... The reactants are C(C)(=O)OC1[C@H](OC(C)=O)[C@H](OC(C)=O)[C@@H](OC(C)=O)[C@@H](O1)COC(C)=O (1,2,3,4,6-penta-O-acetyl-L-mannopyranose), C(C)(=O)OCC (ethyl acetate), C1(=CC=CC=C1)C (toluene), Br.CC(=O)O (HBr AcOH). Solvent: ClCCl (dichloromethane). Conditions: time 10 minute. Yields the product C(C)(=O)O[C@H]1[C@@H](O[C@H]([C@@H]([C@H]1OC(C)=O)OC(C)=O)COC(C)=O)Br (2,3,4,6-tetra-O-acetyl-α-L-mannopyranosyl bromide). As a reaction SMILES: C(O[CH:5]1[O:22][C@@H:21]([CH2:23][O:24][C:25](=[O:27])[CH3:26])[C@H:16]([O:17][C:18](=[O:20])[CH3:19])[C@@H:11]([O:12][C:13](=[O:15])[CH3:14])[C@H:6]1[O:7][C:8](=[O:10])[CH3:9])(=O)C.[BrH:28].CC(O)=O.C(OCC)(=O)C.C1(C)C=CC=CC=1>ClCCl>[C:8]([O:7][C@@H:6]1[C@H:11]([O:12][C:13](=[O:15])[CH3:14])[C@@H:16]([O:17][C:18](=[O:20])[CH3:19])[C@H:21]([CH2:23][O:24][C:25](=[O:27])[CH3:26])[O:22][C@H:5]1[Br:28])(=[O:10])[CH3:9] |f:1.2|. Reported procedure: 1,2,3,4,6-penta-O-acetyl-L-mannopyranose (1) (21.04 g) was dissolved in dehydrated dichloromethane (150 ml), and the resulting solution was cooled in ice. 30% HBr/AcOH (27.5 ml) was added dropwise thereto over about 10 minutes, and after completion of the dropwise addition, the ice bath was removed, and the mixture was stirred at room temperature for 3 hours. The reaction mixture was concentrated under reduced pressure. Toluene was added to the resulting residue, and an azeotropic distillation p... The reactants are C=O, CCOCC, CC(C)(N)C(=O)OCc1ccccc1. The product is C=NC(C)(C)C(=O)OCc1ccccc1. Reaction SMILES: [CH2:1]=[O:2].[CH3:17][CH2:18][O:19][CH2:20][CH3:21].[NH2:3][C:4]([C:5](=[O:6])[O:7][CH2:8][c:9]1[cH:10][cH:11][cH:12][cH:13][cH:14]1)([CH3:15])[CH3:16]>>[CH2:1]=[N:3][C:4]([C:5](=[O:6])[O:7][CH2:8][c:9]1[cH:10][cH:11][cH:12][cH:13][cH:14]1)([CH3:15])[CH3:16]. The reactants are solid, Cl.Cl.O1C=C(C=C2C1=CC=C2)C2N(CCCC2)CC[C@@H]2CC[C@H](CC2)N (trans-4-[2-(4-benzofuran-3-yl-piperidin-1-yl)-ethyl]-cyclohexylamine dihydrochloride), Cl.Cl.O1C=C(C=C2C1=CC=C2)C2N(CCCC2)CC[C@@H]2CC[C@H](CC2)N (trans-4-[2-(4-benzofuran-3-yl-piperidin-1-yl)-ethyl]-cyclohexylamine dihydrochloride), N1(C=CC=C1)C1=CC=C(C(=O)O)C=C1 (4-pyrrol-1-yl-benzoic acid). The product is O1C=C(C=C2C1=CC=C2)C2N(CCCC2)CC[C@@H]2CC[C@H](CC2)NC(C2=CC=C(C=C2)N2C=CC=C2)=O (trans-N-{4-[2-(4-Benzofuran-3-yl-piperidin-1-yl)-ethyl]-cyclohexyl}-4-pyrrol-1-yl-benzamide). Reaction SMILES: Cl.Cl.[O:3]1[C:8]2=[CH:9][CH:10]=[CH:11][C:7]2=[CH:6][C:5]([CH:12]2[CH2:17][CH2:16][CH2:15][CH2:14][N:13]2[CH2:18][CH2:19][C@H:20]2[CH2:25][CH2:24][C@H:23]([NH2:26])[CH2:22][CH2:21]2)=[CH:4]1.[N:27]1([C:32]2[CH:40]=[CH:39][C:35]([C:36](O)=[O:37])=[CH:34][CH:33]=2)[CH:31]=[CH:30][CH:29]=[CH:28]1>>[O:3]1[C:8]2=[CH:9][CH:10]=[CH:11][C:7]2=[CH:6][C:5]([CH:12]2[CH2:17][CH2:16][CH2:15][CH2:14][N:13]2[CH2:18][CH2:19][C@H:20]2[CH2:21][CH2:22][C@H:23]([NH:26][C:36](=[O:37])[C:35]3[CH:39]=[CH:40][C:32]([N:27]4[CH:31]=[CH:30][CH:29]=[CH:28]4)=[CH:33][CH:34]=3)[CH2:24][CH2:25]2)=[CH:4]1 |f:0.1.2|. Reported procedure: The title compound, off-white solid (77 mg, 62%), MS (ISP) m/z=496.4 [(M+H)+], mp 212° C., was prepared in accordance with the general method of example 1 from trans-4-[2-(4-benzofuran-3-yl-piperidin-1-yl)-ethyl]-cyclohexylamine dihydrochloride (intermediate A) (100 mg, 0.25 mmol) and 4-pyrrol-1-yl-benzoic acid.